Task: describe an organic reaction: reactants, conditions, products, and yield. Dataset: the Open Reaction Database (ORD), a public repository of structured organic reaction records Starting materials: C1CCOC1 (THF), [Br-].FCCC[P+](C1=CC=CC=C1)(C1=CC=CC=C1)C1=CC=CC=C1 ((3-fluoropropyl)triphenylphosphonium bromide), C1CCOC1 (THF), FC=1C=C(C=CC1C(F)(F)F)[C@@H]1CC[C@H](CC1)[C@@H]1CC[C@H](CC1)C=O (trans-4-(trans-4-(3-fluoro-4-trifluoromethylphenyl)cyclohexyl)cyclohexanecarbaldehyde), CC(C)(C)[O-].[K+] (t-BuOK). Solvent: C(C)(=O)OCC (ethyl acetate). Reaction conditions: temperature -20 celsius, time 1 hour. Yields the product FCCC=C[C@@H]1CC[C@H](CC1)[C@@H]1CC[C@H](CC1)C1=CC(=C(C=C1)C(F)(F)F)F ((trans-4-(trans-4-(4-fluorobutenyl)cyclohexyl)cyclohexyl)-3-fluoro-4-trifluoromethylbenzene). The yield is 87.8%. Reaction SMILES: [Br-].[F:2][CH2:3][CH2:4][CH2:5][P+](C1C=CC=CC=1)(C1C=CC=CC=1)C1C=CC=CC=1.C1COCC1.CC([O-])(C)C.[K+].[F:36][C:37]1[CH:38]=[C:39]([C@H:47]2[CH2:52][CH2:51][C@H:50]([C@H:53]3[CH2:58][CH2:57][C@H:56]([CH:59]=O)[CH2:55][CH2:54]3)[CH2:49][CH2:48]2)[CH:40]=[CH:41][C:42]=1[C:43]([F:46])([F:45])[F:44]>C(OCC)(=O)C>[F:2][CH2:3][CH2:4][CH:5]=[CH:57][C@H:56]1[CH2:55][CH2:54][C@H:53]([C@H:50]2[CH2:49][CH2:48][C@H:47]([C:39]3[CH:40]=[CH:41][C:42]([C:43]([F:46])([F:44])[F:45])=[C:37]([F:36])[CH:38]=3)[CH2:52][CH2:51]2)[CH2:58][CH2:59]1 |f:0.1,3.4|. Procedure details: A mixture of (3-fluoropropyl)triphenylphosphonium bromide (11.2 g, 27.8 millimols) with THF (50 ml) was cooled down to -20° C., followed by adding t-BuOK (3.1 g, 27.8 millimols) to the mixture, stirring for one hour, dropwise adding to the mixture, a THF (100 ml) solution of trans-4-(trans-4-(3-fluoro-4-trifluoromethylphenyl)cyclohexyl)cyclohexanecarbaldehyde (9.0 g, 25.3 millimols) so as to keep the temperature at -20° C. or lower, stirring the mixture at the same temperature for 2 hours, and t... The reactants are C1=CC(=CN=C1)C=O (nicotinic aldehyde), CN (methylamine). Solvent: C1(=CC=CC=C1)C (toluene). Conditions: time 3 hour. Product: C(C1=CN=CC=C1)=CN (N-nicotinylidenemethylamine). RXN SMILES: [CH:1]1[CH:6]=[N:5][CH:4]=[C:3]([CH:7]=O)[CH:2]=1.[CH3:9][NH2:10]>C1(C)C=CC=CC=1>[CH:7](=[CH:9][NH2:10])[C:3]1[CH:2]=[CH:1][CH:6]=[N:5][CH:4]=1. Procedure details: To a solution of 10.7 g (0.1 mole) of nicotinic aldehyde in 100 ml of toluene was added 233 g (0.3 mole) of a 40% aqueous methylamine solution, and the mixture was subjected to azeotropic dehydration for 3 hours. The reaction liquid was concentrated under reduced pressure to give 11.7 g of N-nicotinylidenemethylamine. The reactants are FC1=C(C=CC(=C1)F)Br (2,4-difluorobromobenzene), ClC1=CC(=C(C=O)C=C1)F (4-chloro-2-fluorobenzaldehyde), ClC1=CC=C(C=C1)C(O)C1=CC=C(C=C1)OC ((4-Chlorophenyl)(4-methoxyphenyl)methanol). The product is ClC1=CC(=C(C=C1)C(O)C1=C(C=C(C=C1)F)F)F ((4-Chloro-2-fluorophenyl)(2,4-difluorophenyl)methanol). Reaction SMILES: [F:1][C:2]1[CH:7]=[C:6]([F:8])[CH:5]=[CH:4][C:3]=1Br.[Cl:10][C:11]1[CH:18]=[CH:17][C:14]([CH:15]=[O:16])=[C:13]([F:19])[CH:12]=1.ClC1C=CC(C(C2C=CC(OC)=CC=2)O)=CC=1>>[Cl:10][C:11]1[CH:18]=[CH:17][C:14]([CH:15]([C:3]2[CH:4]=[CH:5][C:6]([F:8])=[CH:7][C:2]=2[F:1])[OH:16])=[C:13]([F:19])[CH:12]=1. Procedure details: The title compound was prepared starting from 5.00 g (25.91 mmol) of 2,4-difluorobromobenzene and 4.93 g (31.09 mmol) of 4-chloro-2-fluorobenzaldehyde in analogy to the synthesis of the compound from Example 175A. 3.34 g (47% of theory) of the title compound were obtained.